describe an organic reaction: reactants, conditions, products, and yield From a dataset of the Open Reaction Database (ORD), a public repository of structured organic reaction records. Starting materials: O=C([O-])O, Cc1ccccc1, O=C(CCCCl)c1ccc(F)cc1, Cl, [I-], [K+], [K+], O=C(c1ccc2cc(Cl)ccc2c1)C1CCNCC1. Product: O=C(CCCN1CCC(C(=O)c2ccc3cc(Cl)ccc3c2)CC1)c1ccc(F)cc1. As a reaction SMILES: [C:34](=[O:35])([OH:36])[O-:37].[CH3:41][c:42]1[cH:43][cH:44][cH:45][cH:46][cH:47]1.[Cl:21][CH2:22][CH2:23][CH2:24][C:25](=[O:26])[c:27]1[cH:28][cH:29][c:30]([F:33])[cH:31][cH:32]1.[ClH:1].[I-:40].[K+:38].[K+:39].[NH:2]1[CH2:3][CH2:4][CH:5]([C:8](=[O:9])[c:10]2[cH:11][c:12]3[cH:13][cH:14][c:15]([Cl:20])[cH:16][c:17]3[cH:18][cH:19]2)[CH2:6][CH2:7]1>>[N:2]1([CH2:22][CH2:23][CH2:24][C:25](=[O:26])[c:27]2[cH:28][cH:29][c:30]([F:33])[cH:31][cH:32]2)[CH2:3][CH2:4][CH:5]([C:8](=[O:9])[c:10]2[cH:11][c:12]3[cH:13][cH:14][c:15]([Cl:20])[cH:16][c:17]3[cH:18][cH:19]2)[CH2:6][CH2:7]1. Reactants: N (ammonia), [Cl-].[NH4+] (ammonium chloride), CNCC1CCSC2=C1N(C=1C=CC=CC21)CC2=CC=CC=C2 (4-methylaminomethyl-5-benzyl-2,3,4,5-tetrahydrothiopyrano[3,2-b]indole), [Na] (sodium). Solvent: CCOCC (ether). Conditions: temperature -70 celsius, time 1.5 hour. Product: CNCC1CCSC2=C1NC=1C=CC=CC21 (4-Methylaminomethyl-2,3,4,5-tetrahydrothiopyrano[3,2-b]indole). Yield: 91.9%. RXN SMILES: N.[CH3:2][NH:3][CH2:4][CH:5]1[C:10]2[N:11](CC3C=CC=CC=3)[C:12]3[CH:13]=[CH:14][CH:15]=[CH:16][C:17]=3[C:9]=2[S:8][CH2:7][CH2:6]1.[Na].[Cl-].[NH4+]>CCOCC>[CH3:2][NH:3][CH2:4][CH:5]1[C:10]2[NH:11][C:12]3[CH:13]=[CH:14][CH:15]=[CH:16][C:17]=3[C:9]=2[S:8][CH2:7][CH2:6]1 |f:3.4,^1:24|. Procedure details: Liquid ammonia (ca. 100 ml) is trapped in a solution of 4-methylaminomethyl-5-benzyl-2,3,4,5-tetrahydrothiopyrano[3,2-b]indole (1.6 g) in ether (20 ml) under cooling at -70° C. A piece of sodium metal is added occasionally under refluxing. The refluxing is continued for 1.5 hours after the dark green color of the reaction mixture disappears. The reaction mixture is neutralized with ammonium chloride, the excess ammonia removed, and then the residue extracted with methylene chloride after additio... Reactants: O=C([O-])[O-], Cc1nc(-c2ccc(O)cc2)oc1CSCCOc1ccccc1, CN(C)C=O, CN(C)CCCCl, Cl, [K+], [K+]. Yields the product Cc1nc(-c2ccc(OCCCN(C)C)cc2)oc1CSCCOc1ccccc1. Reaction SMILES: [C:33](=[O:34])([O-:35])[O-:36].[CH3:1][c:2]1[n:3][c:4](-[c:18]2[cH:19][cH:20][c:21]([OH:24])[cH:22][cH:23]2)[o:5][c:6]1[CH2:7][S:8][CH2:9][CH2:10][O:11][c:12]1[cH:13][cH:14][cH:15][cH:16][cH:17]1.[CH3:39][N:40]([CH3:41])[CH:42]=[O:43].[Cl:26][CH2:27][CH2:28][CH2:29][N:30]([CH3:31])[CH3:32].[ClH:25].[K+:37].[K+:38]>>[CH3:1][c:2]1[n:3][c:4](-[c:18]2[cH:19][cH:20][c:21]([O:24][CH2:27][CH2:28][CH2:29][N:30]([CH3:31])[CH3:32])[cH:22][cH:23]2)[o:5][c:6]1[CH2:7][S:8][CH2:9][CH2:10][O:11][c:12]1[cH:13][cH:14][cH:15][cH:16][cH:17]1. Reactants: solution, C1(CCCCC1)[Mg]Cl (cyclohexylmagnesium chloride), ClC=1C=C2C(C(NC2=CC1)=O)=O (5-chloroisatin), saturated solution, [Cl-].[NH4+] (ammonium chloride). Solvent: CCOCC (ether), C1CCOC1 (THF). Run at time 3 hour. Product: ClC=1C=C2C(C(NC2=CC1)=O)(O)C1CCCCC1 (5-Chloro-3-cyclohexyl-1,3-dihydro-3-hydroxy-indol-2-one). Reaction SMILES: [Cl:1][C:2]1[CH:3]=[C:4]2[C:8](=[CH:9][CH:10]=1)[NH:7][C:6](=[O:11])[C:5]2=[O:12].[CH:13]1([Mg]Cl)[CH2:18][CH2:17][CH2:16][CH2:15][CH2:14]1.[Cl-].[NH4+]>C1COCC1.CCOCC>[Cl:1][C:2]1[CH:3]=[C:4]2[C:8](=[CH:9][CH:10]=1)[NH:7][C:6](=[O:11])[C:5]2([CH:13]1[CH2:18][CH2:17][CH2:16][CH2:15][CH2:14]1)[OH:12] |f:2.3|. Reported procedure: A suspension of 18.15 g of 5-chloroisatin in 45 ml of THF is cooled to +4° C., 200 ml of a 2M solution of cyclohexylmagnesium chloride in ether are added dropwise and the mixture is stirred for 3 hours at RT. 900 ml of a saturated solution of ammonium chloride are added and the solvents are concentrated under vacuum. The aqueous phase is extracted with AcOEt, the organic phase is washed with a saturated solution of NaCl and dried over sodium sulfate and the solvent is evaporated off under vacuum... Yields the product COc1ccc(C(=O)C#CC(=O)O)c(OC)c1OC. Reactants: COC(=O)C#CC(=O)c1ccc(OC)c(OC)c1OC, [K+], C1CCOC1, [OH-], O. Reaction SMILES: [CH3:1][O:2][c:3]1[c:4]([C:5](=[O:6])[C:7]#[C:8][C:9](=[O:10])[O:11][CH3:12])[cH:13][cH:14][c:15]([O:19][CH3:20])[c:16]1[O:17][CH3:18].[K+:22].[O:24]1[CH2:25][CH2:26][CH2:27][CH2:28]1.[OH-:21].[OH2:23]>>[CH3:1][O:2][c:3]1[c:4]([C:5](=[O:6])[C:7]#[C:8][C:9](=[O:10])[OH:11])[cH:13][cH:14][c:15]([O:19][CH3:20])[c:16]1[O:17][CH3:18]. Reactants: CC1=CNC=2CC(CC(C12)=O)(C)C (3,6,6-Trimethyl-1,5,6,7-tetrahydro-indol-4-one), [H-].[Na+] (sodium hydride), FC1=CC=C2C(=NC(=NC2=C1)N)C (7-Fluoro-4-methyl-quinazolin-2-ylamine). Run in CN(C=O)C (N,N-dimethylformamide). Product: NC1=NC2=CC(=CC=C2C(=N1)C)N1C=C(C=2C(CC(CC12)(C)C)=O)C (1-(2-Amino-4-methyl-quinazolin-7-yl)-3,6,6-trimethyl-1,5,6,7-tetrahydro-indol-4-one). Yield: 67.3%. Reaction SMILES: [CH3:1][C:2]1[C:10]2[C:9](=[O:11])[CH2:8][C:7]([CH3:13])([CH3:12])[CH2:6][C:5]=2[NH:4][CH:3]=1.[H-].[Na+].F[C:17]1[CH:26]=[C:25]2[C:20]([C:21]([CH3:28])=[N:22][C:23]([NH2:27])=[N:24]2)=[CH:19][CH:18]=1>CN(C)C=O>[NH2:27][C:23]1[N:22]=[C:21]([CH3:28])[C:20]2[C:25](=[CH:26][C:17]([N:4]3[C:5]4[CH2:6][C:7]([CH3:13])([CH3:12])[CH2:8][C:9](=[O:11])[C:10]=4[C:2]([CH3:1])=[CH:3]3)=[CH:18][CH:19]=2)[N:24]=1 |f:1.2|. Procedure: 3,6,6-Trimethyl-1,5,6,7-tetrahydro-indol-4-one (0.7 g, 4 mmol), sodium hydride (60% in oil, 0.20 g, 4.8 mmol), 7-Fluoro-4-methyl-quinazolin-2-ylamine (0.7 g, 4 mmol), and N,N-dimethylformamide are heated at 150 degrees Celsius for 2 h. The mixture is extracted with ethyl acetate/water. The organic layer is dried and concentrated. The residue is purified by column chromatography, affording 0.9 g of a solid 1-(2-Amino-4-methyl-quinazolin-7-yl)-3,6,6-trimethyl-1,5,6,7-tetrahydro-indol-4-one (68%). ... The reactants are CCCCCCCCOc1ccc(-c2ccc(CO)cc2)cc1, Cc1ccccc1, O, O=S(Cl)Cl. The product is CCCCCCCCOc1ccc(-c2ccc(CCl)cc2)cc1. RXN SMILES: [CH2:1]([CH2:2][CH2:3][CH2:4][CH2:5][CH2:6][CH2:7][CH3:8])[O:9][c:10]1[cH:11][cH:12][c:13](-[c:16]2[cH:17][cH:18][c:19]([CH2:22][OH:23])[cH:20][cH:21]2)[cH:14][cH:15]1.[CH3:24][c:25]1[cH:26][cH:27][cH:28][cH:29][cH:30]1.[OH2:35].[S:31]([Cl:32])([Cl:33])=[O:34]>>[CH2:1]([CH2:2][CH2:3][CH2:4][CH2:5][CH2:6][CH2:7][CH3:8])[O:9][c:10]1[cH:11][cH:12][c:13](-[c:16]2[cH:17][cH:18][c:19]([CH2:22][Cl:33])[cH:20][cH:21]2)[cH:14][cH:15]1.